The task is: describe an organic reaction: reactants, conditions, products, and yield. This data is from the Open Reaction Database (ORD), a public repository of structured organic reaction records. The reactants are N#Cc1ccc2c(c1)Nc1ccccc1S2, CCC(C)=O, CCOCC, Cc1ccccc1, CC(Cl)CN(C)C, [K+], [OH-]. RXN SMILES: [C:3](#[N:4])[c:5]1[cH:6][c:7]2[c:16]([cH:17][cH:18]1)[S:15][c:14]1[c:9]([cH:10][cH:11][cH:12][cH:13]1)[NH:8]2.[CH2:33]([C:34]([CH3:35])=[O:36])[CH3:37].[CH2:38]([O:39][CH2:40][CH3:41])[CH3:42].[CH3:19][c:20]1[cH:21][cH:22][cH:23][cH:24][cH:25]1.[Cl:26][CH:27]([CH2:28][N:29]([CH3:30])[CH3:31])[CH3:32].[K+:2].[OH-:1]>>[C:3](#[N:4])[c:5]1[cH:6][c:7]2[c:16]([cH:17][cH:18]1)[S:15][c:14]1[c:9]([cH:10][cH:11][cH:12][cH:13]1)[N:8]2[CH:27]([CH2:28][N:29]([CH3:30])[CH3:31])[CH3:32]. Product: CC(CN(C)C)N1c2ccccc2Sc2ccc(C#N)cc21. Starting materials: CC(=O)C (acetone), [O-]O.C1(=CC=CC=C1)C(C)C (cumene hydroperoxide), C1(=CC=CC=C1)O (phenol), [O-]O.C1(=CC=CC=C1)C(C)C (cumene hydroperoxide), CC(=O)C (acetone). Product: C1(=CC=CC=C1)O (phenol), C(C)(C)(C1=CC=CC=C1)OOC(C)(C)C1=CC=CC=C1 (dicumyl peroxide). As a reaction SMILES: [C:1]1([OH:7])[CH:6]=[CH:5][CH:4]=[CH:3][CH:2]=1.[O-:8]O.[C:10]1([CH:16]([CH3:18])[CH3:17])[CH:15]=[CH:14][CH:13]=[CH:12][CH:11]=1.[CH3:19][C:20]([CH3:22])=[O:21]>>[C:1]1([OH:7])[CH:6]=[CH:5][CH:4]=[CH:3][CH:2]=1.[C:20]([O:21][O:8][C:16]([C:10]1[CH:15]=[CH:14][CH:13]=[CH:12][CH:11]=1)([CH3:18])[CH3:17])([C:1]1[CH:6]=[CH:5][CH:4]=[CH:3][CH:2]=1)([CH3:22])[CH3:19] |f:1.2|. Procedure: In an embodiment, a method for the production of phenol and acetone from a cumene hydroperoxide comprises: a first stage and a second stage and at least two serially connected reactors, wherein the first stage comprises decomposition of a cumene hydroperoxide in the presence of a catalyst mixture to form phenol, acetone, and dicumyl peroxide mixture, and the second stage comprises formation of a phenol and acetone mixture from decomposition of the remainder of cumene hydroperoxide and dicumyl pe...